The task is: describe an organic reaction: reactants, conditions, products, and yield. This data is from the Open Reaction Database (ORD), a public repository of structured organic reaction records. RXN SMILES: [F:1][C:2]([F:6])([F:5])[CH2:3][OH:4].[H-].[Na+].Br[CH2:10][C:11]1[CH:20]=[CH:19][C:14]([C:15]([O:17]C)=[O:16])=[CH:13][C:12]=1[O:21][CH3:22]>>[CH3:22][O:21][C:12]1[CH:13]=[C:14]([CH:19]=[CH:20][C:11]=1[CH2:10][O:4][CH2:3][C:2]([F:6])([F:5])[F:1])[C:15]([OH:17])=[O:16] |f:1.2|. The reactants are FC(CO)(F)F (2,2,2-trifluoroethanol), [H-].[Na+] (NaH), BrCC1=C(C=C(C(=O)OC)C=C1)OC (methyl 4-(bromomethyl)-3-methoxybenzoate). The product is COC=1C=C(C(=O)O)C=CC1COCC(F)(F)F (3-methoxy-4-((2,2,2-trifluoroethoxy)methyl)benzoic acid). Conditions: time 10 minute. Procedure details: To a solution of 2,2,2-trifluoroethanol (874 μL, 12.0 mmol) at 0° C. was added NaH (60%, 520 mg, 13.0 mmol) and the mixture was stirred at this temp for 10 min, then at room temperature for 10 min. The mixture was cooled to 0° C. before methyl 4-(bromomethyl)-3-methoxybenzoate (2.59 g, 10.0 mmol) was added. The cooling bath was removed and the mixture was stirred at room temperature for 3 hours. The mixture was poured into water and extracted with EtOAc (3×). The organics were combined, washed w...